Dataset: the Open Reaction Database (ORD), a public repository of structured organic reaction records. Task: describe an organic reaction: reactants, conditions, products, and yield Starting materials: BrC=1C2=CN(N=C2C=CC1)C (4-bromo-2-methyl-2H-indazole), C(C#C)O (propargyl alcohol). The reagents and catalysts are Cl[Pd]([P](C1=CC=CC=C1)(C2=CC=CC=C2)C3=CC=CC=C3)([P](C4=CC=CC=C4)(C5=CC=CC=C5)C6=CC=CC=C6)Cl (bis(triphenylphosphine)palladium(II) dichloride). Solvent: C(C)N(CC)CC (triethylamine). Run at temperature 70 celsius, time 14 hour. Product: CN1N=C2C=CC=C(C2=C1)C#CCO (3-(2-methyl-2H-indazol-4-yl)prop-2-yn-1-ol). Yield: 45.7%. As a reaction SMILES: Br[C:2]1[C:3]2[C:7]([CH:8]=[CH:9][CH:10]=1)=[N:6][N:5]([CH3:11])[CH:4]=2.[CH2:12]([OH:15])[C:13]#[CH:14]>C(N(CC)CC)C.Cl[Pd](Cl)([P](C1C=CC=CC=1)(C1C=CC=CC=1)C1C=CC=CC=1)[P](C1C=CC=CC=1)(C1C=CC=CC=1)C1C=CC=CC=1>[CH3:11][N:5]1[CH:4]=[C:3]2[C:7]([CH:8]=[CH:9][CH:10]=[C:2]2[C:14]#[C:13][CH2:12][OH:15])=[N:6]1 |^1:25,44|. Procedure: Under argon gas atmosphere, a mixture of 4-bromo-2-methyl-2H-indazole (1.00 g, 4.74 mmol), propargyl alcohol (1.10 mL, 18.9 mmol) and bis(triphenylphosphine)palladium(II) dichloride (665 mg, 0.947 mmol) in triethylamine (47 mL) was stirred at 70° C. for 14 hr, and concentrated under reduced pressure. The residue was dissolved in ethyl acetate, and insoluble material was filtered off. The filtrate was washed with water and saturated brine, and dried over anhydrous sodium sulfate, and the solvent ... Reactants: C(C)(C)(C)[C@@H]1CC[C@H](CC1)OC=1C(=C2C=CC(=CC2=CC1)C1(COC1)NS(=O)C(C)(C)C)C(F)(F)F (2-methyl-propane-2-sulfinic acid {3-[6-(trans-4-tert-butyl-cyclohexyloxy)-5-trifluoromethyl-naphthalen-2-yl]-oxetan-3-yl}-amide), C(Cl)Cl (methylene chloride), Cl (hydrogen chloride), CCOCC (ether). The solvent is C1CCCCC1 (cyclohexane). Reaction conditions: time 10 minute. Yields the product C(C)(C)(C)[C@@H]1CC[C@H](CC1)OC=1C(=C2C=CC(=CC2=CC1)C1(COC1)N)C(F)(F)F (3-(6-(trans-4-tert-butylcyclohexyloxy)-5-(trifluoromethyl)naphthalen-2-yl) oxetan-3-amine). The yield is 80.2%. RXN SMILES: [C:1]([C@H:5]1[CH2:10][CH2:9][C@H:8]([O:11][C:12]2[C:13]([C:33]([F:36])([F:35])[F:34])=[C:14]3[C:19](=[CH:20][CH:21]=2)[CH:18]=[C:17]([C:22]2([NH:26]S(C(C)(C)C)=O)[CH2:25][O:24][CH2:23]2)[CH:16]=[CH:15]3)[CH2:7][CH2:6]1)([CH3:4])([CH3:3])[CH3:2].C(Cl)Cl.Cl.CCOCC>C1CCCCC1>[C:1]([C@H:5]1[CH2:6][CH2:7][C@H:8]([O:11][C:12]2[C:13]([C:33]([F:36])([F:34])[F:35])=[C:14]3[C:19](=[CH:20][CH:21]=2)[CH:18]=[C:17]([C:22]2([NH2:26])[CH2:23][O:24][CH2:25]2)[CH:16]=[CH:15]3)[CH2:9][CH2:10]1)([CH3:4])([CH3:2])[CH3:3]. Reported procedure: To a solution of 2-methyl-propane-2-sulfinic acid {3-[6-(trans-4-tert-butyl-cyclohexyloxy)-5-trifluoromethyl-naphthalen-2-yl]-oxetan-3-yl}-amide (332 mg, 0.632 mmol) in methylene chloride (7 mL, 100 mmol) was added 2.0 M of hydrogen chloride in ether (0.632 mL, 1.26 mmol) and stirred for 10 min. A precipitate formed and cyclohexane was added to dilute the mixture. After removal of solvent, the residue was dissolved in methylene chloride, 1M aq. NH4OH was added, the extracted organic layer was dr... Reactants: NCCC1=CC=C(NC2CCN(CC2)C(=O)C2=NNC3=CC=CC=C23)C=C1 ({4-[4-(2-Aminoethyl)anilino]-1-piperidinyl}(1H-indazol-3-yl)methanone), C(C)(C)(C)[Si](C1=CC=CC=C1)(C1=CC=CC=C1)OC1=CC=C(C=C1)OCC1OC1 (tert-butyl-(4-oxiranylmethoxy-phenoxy)-diphenyl-silane). Product: O[C@@H](CNCCC1=CC=C(C=C1)NC1CCN(CC1)C(=O)C1=NNC2=CC=CC=C12)COC1=CC=C(C=C1)O ([4-(4-{2-[(2S)-2-Hydroxy-3-(4-hydroxy-phenoxy)-propylamino]-ethyl}-phenylamino)-piperidin-1-yl]-(1H-indazol-3-yl)-methanone). The yield is 32.0%. Reaction SMILES: [NH2:1][CH2:2][CH2:3][C:4]1[CH:27]=[CH:26][C:7]([NH:8][CH:9]2[CH2:14][CH2:13][N:12]([C:15]([C:17]3[C:25]4[C:20](=[CH:21][CH:22]=[CH:23][CH:24]=4)[NH:19][N:18]=3)=[O:16])[CH2:11][CH2:10]2)=[CH:6][CH:5]=1.C([Si]([O:45][C:46]1[CH:51]=[CH:50][C:49]([O:52][CH2:53][CH:54]2[CH2:56][O:55]2)=[CH:48][CH:47]=1)(C1C=CC=CC=1)C1C=CC=CC=1)(C)(C)C>>[OH:55][C@H:54]([CH2:53][O:52][C:49]1[CH:50]=[CH:51][C:46]([OH:45])=[CH:47][CH:48]=1)[CH2:56][NH:1][CH2:2][CH2:3][C:4]1[CH:5]=[CH:6][C:7]([NH:8][CH:9]2[CH2:14][CH2:13][N:12]([C:15]([C:17]3[C:25]4[C:20](=[CH:21][CH:22]=[CH:23][CH:24]=4)[NH:19][N:18]=3)=[O:16])[CH2:11][CH2:10]2)=[CH:26][CH:27]=1. Reported procedure: {4-[4-(2-Aminoethyl)anilino]-1-piperidinyl}(1H-indazol-3-yl)methanone (0.20 g, 0.55 mmol) was reacted with tert-butyl-(4-oxiranylmethoxy-phenoxy)-diphenyl-silane (0.222 g, 0.55 mmol) according to Procedure G to give the title compound (0.093 g, 0.176 mmol). The reactants are IC=1C=C(C(=NC1)NC(CC)C1=CC(=C(C=C1)OCC=1C=NC(=CC1)C(F)(F)F)OC)[N+](=O)[O-] (5-iodo-N-(1-(3-methoxy-4-((6-(trifluoromethyl)pyridin-3-yl)methoxy)phenyl)propyl)-3-nitropyridin-2-amine). Reagents/catalysts: [Fe] (iron). Run in C(C)(=O)O (acetic acid), C(C)(=O)OCC (ethyl acetate). Conditions: temperature 125 celsius, time 10 minute. The product is IC=1C=C(C(=NC1)NC(CC)C1=CC(=C(C=C1)OCC=1C=NC(=CC1)C(F)(F)F)OC)N (5-iodo-N2-(1-(3-methoxy-4-((6-(trifluoromethyl)pyridin-3-yl)methoxy)phenyl)propyl)pyridine-2,3-diamine). The yield is 101.4%. Reaction SMILES: [I:1][C:2]1[CH:3]=[C:4]([N+:32]([O-])=O)[C:5]([NH:8][CH:9]([C:12]2[CH:17]=[CH:16][C:15]([O:18][CH2:19][C:20]3[CH:21]=[N:22][C:23]([C:26]([F:29])([F:28])[F:27])=[CH:24][CH:25]=3)=[C:14]([O:30][CH3:31])[CH:13]=2)[CH2:10][CH3:11])=[N:6][CH:7]=1>C(O)(=O)C.C(OCC)(=O)C.[Fe]>[I:1][C:2]1[CH:3]=[C:4]([NH2:32])[C:5]([NH:8][CH:9]([C:12]2[CH:17]=[CH:16][C:15]([O:18][CH2:19][C:20]3[CH:21]=[N:22][C:23]([C:26]([F:27])([F:29])[F:28])=[CH:24][CH:25]=3)=[C:14]([O:30][CH3:31])[CH:13]=2)[CH2:10][CH3:11])=[N:6][CH:7]=1. Procedure details: To a stirred suspension of 5-iodo-N-(1-(3-methoxy-4-((6-(trifluoromethyl)pyridin-3-yl)methoxy)phenyl)propyl)-3-nitropyridin-2-amine (1.25 g, 2.12 mmol) in acetic acid (20 mL) was added iron (0.714 g, 12.77 mmol). The yellow mixture was heated to 125° C. As the mixture was heated, the yellow color faded and a gray suspension formed. After 10 min, the mixture was allowed to cool to room temperature and was diluted with ethyl acetate (75 mL). The suspension was filtered through Celite with the aid ... Reactants: C(C1=CC=CC=C1)OCC1SCC(OC1)O (5-Benzyloxymethyl-1,4-oxathian-2-ol), C(C)(=O)OC(C)=O (Acetic anhydride). Run in N1=CC=CC=C1 (pyridine). Conditions: temperature 5 celsius, time 4 hour. Yields the product C(C1=CC=CC=C1)OCC1SCC(OC1)OC(C)=O (5-benzyloxymethyl-2-acetoxy-1,4-oxathiane). As a reaction SMILES: [CH2:1]([O:8][CH2:9][CH:10]1[CH2:15][O:14][CH:13]([OH:16])[CH2:12][S:11]1)[C:2]1[CH:7]=[CH:6][CH:5]=[CH:4][CH:3]=1.[C:17](OC(=O)C)(=[O:19])[CH3:18]>N1C=CC=CC=1>[CH2:1]([O:8][CH2:9][CH:10]1[CH2:15][O:14][CH:13]([O:16][C:17](=[O:19])[CH3:18])[CH2:12][S:11]1)[C:2]1[CH:7]=[CH:6][CH:5]=[CH:4][CH:3]=1. Procedure: 5-Benzyloxymethyl-1,4-oxathian-2-ol (3.46 g) was dissolved in pyridine (37 ml), and the solution was cooled to 5° C. Acetic anhydride (3.27 ml) was added dropwise thereto, and the solution was stirred at the same temperature for 4 hours to complete the reaction. After removing the solvent by evaporation under reduced pressure, the residue was azeotroped with toluene to completely remove pyridine to obtain pale brown syrup. The syrup was purified on a silica gel column (eluent: n-hexane/ethyl ace... Starting materials: C(C)OC(=O)C1=CC2=C(N=C(S2)C=2C=NC(=CC2)N2CCN(CC2)C(=O)OC(C)(C)C)C=C1 (2-[6-[4-[(1,1-dimethylethoxy)carbonyl]-1-piperazinyl]-3-pyridinyl]-6-benzothiazolecarboxylic acid ethyl ester), BrC=1SC2=C(N1)C=CC(=C2)OC (2-bromo-6-methoxybenzothiazole). Product: COC1=CC2=C(N=C(S2)C=2C=CC(=NC2)N2CCN(CC2)C(=O)OC(C)(C)C)C=C1 (Tert-butyl 4-[5-(6-Methoxy-1,3-benzothiazol-2-yl)pyridin-2-yl]piperazine-1-carboxylate), solid. Reaction SMILES: C(OC([C:6]1[CH:33]=[CH:32][C:9]2[N:10]=[C:11]([C:13]3[CH:14]=[N:15][C:16]([N:19]4[CH2:24][CH2:23][N:22]([C:25]([O:27][C:28]([CH3:31])([CH3:30])[CH3:29])=[O:26])[CH2:21][CH2:20]4)=[CH:17][CH:18]=3)[S:12][C:8]=2[CH:7]=1)=O)C.BrC1SC2C=[C:42]([O:44]C)C=CC=2N=1>>[CH3:42][O:44][C:6]1[CH:33]=[CH:32][C:9]2[N:10]=[C:11]([C:13]3[CH:18]=[CH:17][C:16]([N:19]4[CH2:24][CH2:23][N:22]([C:25]([O:27][C:28]([CH3:31])([CH3:30])[CH3:29])=[O:26])[CH2:21][CH2:20]4)=[N:15][CH:14]=3)[S:12][C:8]=2[CH:7]=1. Procedure: Tert-butyl 4-[5-(6-Methoxy-1,3-benzothiazol-2-yl)pyridin-2-yl]piperazine-1-carboxylate was prepared according to the method used for the preparation of 2-[6-[4-[(1,1-dimethylethoxy)carbonyl]-1-piperazinyl]-3-pyridinyl]-6-benzothiazolecarboxylic acid ethyl ester, from 2-bromo-6-methoxybenzothiazole (Yang et al. J. Biological Chem. 1989, 2, 891-898) (0.20 g), and obtained as a solid (0.23 g). 1H NMR δ 8.74 (s, 1H) 8.12 (d, 1H) 7.87 (d, 1H) 7.67 (s, 1H) 7.09 (dd, 1H) 6.98 (d, 1H) 3.84 (s, 3H) 3.64 ...